This data is from the Open Reaction Database (ORD), a public repository of structured organic reaction records. The task is: describe an organic reaction: reactants, conditions, products, and yield Reactants: C(C=C)OC1=CC=C(CC=2C=C(C=CC2Cl)[C@@]2(OC([C@H]([C@@H]([C@H]2O)O)O)(CO)CO)OC)C=C1 ((2S,3R,4S,55)-2-(3-(4-(allyloxy)benzyl)-4-chlorophenyl)-6,6-bis(hydroxymethyl)-2-methoxytetrahydro-2H-pyran-3,4,5-triol), FC(C(=O)O)(F)F (trifluoracetic acid). Run in C(C)(=O)OCC (ethyl acetate), C(Cl)Cl (DCM). Conditions: time 1 hour. Yields the product C(C=C)OC1=CC=C(CC=2C=C(C=CC2Cl)[C@]23[C@@H]([C@H]([C@@H]([C@](CO2)(O3)CO)O)O)O)C=C1 ((1S,2S,3S,4R,5S)-5-(3-(4-(allyloxy)benzyl)-4-chlorophenyl)-1-(hydroxymethyl)-6,8-dioxabicyclo[3.2.1]octane-2,3,4-triol). Reaction SMILES: [CH2:1]([O:4][C:5]1[CH:33]=[CH:32][C:8]([CH2:9][C:10]2[CH:11]=[C:12]([C@@:17]3(OC)[C@H:22]([OH:23])[C@@H:21]([OH:24])[C@H:20]([OH:25])[C:19]([CH2:28][OH:29])([CH2:26][OH:27])[O:18]3)[CH:13]=[CH:14][C:15]=2[Cl:16])=[CH:7][CH:6]=1)[CH:2]=[CH2:3].FC(F)(F)C(O)=O>C(Cl)Cl.C(OCC)(=O)C>[CH2:1]([O:4][C:5]1[CH:33]=[CH:32][C:8]([CH2:9][C:10]2[CH:11]=[C:12]([C@@:17]34[O:18][C@@:19]([CH2:28][OH:29])([CH2:26][O:27]3)[C@@H:20]([OH:25])[C@H:21]([OH:24])[C@H:22]4[OH:23])[CH:13]=[CH:14][C:15]=2[Cl:16])=[CH:7][CH:6]=1)[CH:2]=[CH2:3]. Reported procedure: To a solution of (2S,3R,4S,55)-2-(3-(4-(allyloxy)benzyl)-4-chlorophenyl)-6,6-bis(hydroxymethyl)-2-methoxytetrahydro-2H-pyran-3,4,5-triol (0.5 g, 1.04 mmol) in dry DCM (20 mL), was added trifluoracetic acid (4.6 mL, 62.43 mmol) dropwise at 0° C. and the reaction mixture was stirred at r.t. for 1 h. After the completion of the reaction as monitored by TLC, the reaction mixture was diluted with ethyl acetate (100 mL) and washed sequentially with water (2×10 mL) and NaHCO3 (2×10 mL). The combined or... The reactants are CO, CC(C)Oc1ccc(C=O)cc1, Cl. The product is CC(C)Oc1ccc(CO)cc1. Reaction SMILES: [CH3:14][OH:15].[CH:1]([CH3:2])([CH3:3])[O:4][c:5]1[cH:6][cH:7][c:8]([CH:9]=[O:10])[cH:11][cH:12]1.[ClH:13]>>[CH:1]([CH3:2])([CH3:3])[O:4][c:5]1[cH:6][cH:7][c:8]([CH2:9][OH:10])[cH:11][cH:12]1. The reactants are C(C)OC(=O)C=1N=NC(=CC1)OCC=1C(=NOC1)C1=CC=C(C=C1)F (6-[3-(4-fluoro-phenyl)-isoxazol-4-ylmethoxy]-pyridazine-3-carboxylic acid ethyl ester), NC1CCOCC1 (4-aminotetrahydropyran). The product is O1CCC(CC1)NC(=O)C=1N=NC(=CC1)OCC=1C(=NOC1)C1=CC=C(C=C1)F (6-[3-(4-Fluoro-phenyl)-isoxazol-4-ylmethoxy]-pyridazine-3-carboxylic acid (tetrahydro-pyran-4-yl)-amide). Yield: 82.0%. As a reaction SMILES: C(O[C:4]([C:6]1[N:7]=[N:8][C:9]([O:12][CH2:13][C:14]2[C:15]([C:19]3[CH:24]=[CH:23][C:22]([F:25])=[CH:21][CH:20]=3)=[N:16][O:17][CH:18]=2)=[CH:10][CH:11]=1)=[O:5])C.[NH2:26][CH:27]1[CH2:32][CH2:31][O:30][CH2:29][CH2:28]1>>[O:30]1[CH2:31][CH2:32][CH:27]([NH:26][C:4]([C:6]2[N:7]=[N:8][C:9]([O:12][CH2:13][C:14]3[C:15]([C:19]4[CH:20]=[CH:21][C:22]([F:25])=[CH:23][CH:24]=4)=[N:16][O:17][CH:18]=3)=[CH:10][CH:11]=2)=[O:5])[CH2:28][CH2:29]1. Procedure: As described for example 121, 6-[3-(4-fluoro-phenyl)-isoxazol-4-ylmethoxy]-pyridazine-3-carboxylic acid ethyl ester (200 mg, 0.58 mmol) was converted, using 4-aminotetrahydropyran instead of isopropylamine, to the title compound (190 mg, 82%) which was obtained as a white solid. MS: m/e=399.1 [M+H]+. The reactants are CN(CCN1C(NC2=C1C=C(C(=C2Br)Br)Br)=O)C (1,3-dihydro-1-(2-dimethylaminoethyl)-4,5,6-tribromo-2H-benzimidazol-2-one), C(C)(=O)OCC (ethyl acetate), Cl (hydrogen chloride). Solvent: C(C)O (ethanol), O1CCOCC1 (dioxane). Yields the product Cl.CN(CCN1C(NC2=C1C=C(C(=C2Br)Br)Br)=O)C (1,3-dihydro-1-(2-dimethylaminoethyl)-4,5,6-tribromo-2H-benzimidazol-2-one hydrochloride). RXN SMILES: [CH3:1][N:2]([CH3:18])[CH2:3][CH2:4][N:5]1[C:9]2[CH:10]=[C:11]([Br:16])[C:12]([Br:15])=[C:13]([Br:14])[C:8]=2[NH:7][C:6]1=[O:17].C(OCC)(=O)C.[ClH:25]>C(O)C.O1CCOCC1>[ClH:25].[CH3:1][N:2]([CH3:18])[CH2:3][CH2:4][N:5]1[C:9]2[CH:10]=[C:11]([Br:16])[C:12]([Br:15])=[C:13]([Br:14])[C:8]=2[NH:7][C:6]1=[O:17] |f:5.6|. Procedure: To a solution of 1,3-dihydro-1-(2-dimethylaminoethyl)-4,5,6-tribromo-2H-benzimidazol-2-one (270 mg) in ethanol (5 ml)/ethyl acetate (40 ml) was added 4N hydrogen chloride in dioxane dropwise with stirring. The separated crystals were collected by suction and dried to give 260 mg of 1,3-dihydro-1-(2-dimethylaminoethyl)-4,5,6-tribromo-2H-benzimidazol-2-one hydrochloride.